From a dataset of the Open Reaction Database (ORD), a public repository of structured organic reaction records. describe an organic reaction: reactants, conditions, products, and yield Starting materials: C1COCCO1, Cc1ccc2ccc(=O)oc2n1, ClCCl. The product is O=Cc1ccc2ccc(=O)oc2n1. RXN SMILES: [CH2:13]1[O:14][CH2:16][CH2:17][O:15][CH2:18]1.[CH3:1][c:2]1[cH:3][cH:4][c:5]2[c:6]([n:7]1)[o:8][c:9](=[O:12])[cH:10][cH:11]2.[Cl:19][CH2:20][Cl:21]>>[CH:1]([c:2]1[cH:3][cH:4][c:5]2[c:6]([n:7]1)[o:8][c:9](=[O:12])[cH:10][cH:11]2)=[O:15]. Solvent: C(Cl)(Cl)(Cl)Cl (CCl4). The product is C(C)N(NC(C)=O)CC (N',N'-diethylacethydrazide). RXN SMILES: [CH2:1]([N:3]([CH2:5][CH3:6])[NH2:4])[CH3:2].C1C=CC=CC=1.[C:13](OC(=O)C)(=[O:15])[CH3:14]>C(Cl)(Cl)(Cl)Cl>[CH2:1]([N:3]([CH2:5][CH3:6])[NH:4][C:13](=[O:15])[CH3:14])[CH3:2]. Reported procedure: N',N'-diethylacethydrazide was prepared following essentially the teaching of Hinman and Fulton, J. Amer. Chem. Soc. 80, 1895-1900 (1958). A mixture of 8.2 g (0.094 mole) of freshly distilled N,N-diethylhydrazine and 75 ml of benzene was added to a three-necked 250-ml round bottom flask equipped with a stirrer, a thermometer and a pressure equilibrating addition funnel capped with a drying tube. The flask was cooled in an ice bath. To this stirred solution was added 12.3 g (0.12 mole) of acetic ... The reactants are C(C)N(N)CC (N,N-diethylhydrazine), C1=CC=CC=C1 (benzene), C(C)(=O)OC(C)=O (acetic anhydride). The product is Oc1ccc(OCC(F)(F)C(F)F)cc1. RXN SMILES: [CH3:24][OH:25].[F:1][C:2]([CH2:3][O:4][c:5]1[cH:6][c:7]([O:12][CH2:13][c:14]2[cH:15][cH:16][cH:17][cH:18][cH:19]2)[c:8]([OH:11])[cH:9][cH:10]1)([CH:20]([F:21])[F:22])[F:23]>>[F:1][C:2]([CH2:3][O:4][c:5]1[cH:6][cH:7][c:8]([OH:11])[cH:9][cH:10]1)([CH:20]([F:21])[F:22])[F:23]. Reactants: CO, Oc1ccc(OCC(F)(F)C(F)F)cc1OCc1ccccc1. Reactants: C(CC)C1=CC=C(C(=O)O)C=C1 (4-n-propylbenzoic acid), O.ON1N=NC2=C1C=CC=C2 (1-hydroxybenzotriazole hydrate), 1-(3-N,N-dimethylaminopropyl)-3-ethylcarbodiimide hydrochloride, ClCCl (dichloromethane), Cl.CNOC (N,O-dimethylhydroxylamine hydrochloride). The solvent is C(C)N(CC)CC (triethylamine), O (water). Conditions: time 8 hour. Yields the product CON(C(C1=CC=C(C=C1)CCC)=O)C (N-Methoxy-N-methyl-4-n-propylbenzamide). Yield: 85.6%. Reaction SMILES: [CH2:1]([C:4]1[CH:12]=[CH:11][C:7]([C:8](O)=[O:9])=[CH:6][CH:5]=1)[CH2:2][CH3:3].O.ON1C2C=CC=CC=2N=N1.ClCCl.Cl.[CH3:28][NH:29][O:30][CH3:31]>O.C(N(CC)CC)C>[CH3:31][O:30][N:29]([CH3:28])[C:8](=[O:9])[C:7]1[CH:11]=[CH:12][C:4]([CH2:1][CH2:2][CH3:3])=[CH:5][CH:6]=1 |f:1.2,4.5|. Reported procedure: A mixture of 4-n-propylbenzoic acid (10.0 g), 1-hydroxybenzotriazole hydrate (8.20 g), 1-(3-N,N-dimethylaminopropyl)-3-ethylcarbodiimide hydrochloride (21.5 g) and dichloromethane (1000 ml) was treated dropwise with triethylamine (42.6 ml) and N,O-dimethylhydroxylamine hydrochloride (6.6 g). The mixture was stirred overnight at room temperature and then treated with water (700 ml). The organic layer was separated, washed with 2N aqueous hydrochloric acid (4×500 ml) and then saturated aqueous sod... The reactants are O.C1(=CC=C(C=C1)S(=O)(=O)O)C (p-toluenesulfonic acid monohydrate), C1CCOC1 (THF), C(=C)OCC (ethyl vinyl ether), OC1=CC=C(C=C1)C(CCC(=O)OC(C)(C)C)(C)C1=CC=C(C=C1)O (tert-butyl 4,4-bis(4'-hydroxyphenyl)valerate). Run in C(Cl)Cl (methylene chloride). The product is C(C)OC(C)OC1=CC=C(C=C1)C(CCC(=O)OC(C)(C)C)(C)C1=CC=C(C=C1)OC(C)OCC (tert-butyl 4,4-bis(4'-(1"-ethoxyethoxy)phenyl)valerate). Isolated yield 54.9%. As a reaction SMILES: [CH2:1]1[CH2:5][O:4][CH2:3][CH2:2]1.[OH:6][C:7]1[CH:12]=[CH:11][C:10]([C:13]([C:24]2[CH:29]=[CH:28][C:27]([OH:30])=[CH:26][CH:25]=2)([CH3:23])[CH2:14][CH2:15][C:16]([O:18][C:19]([CH3:22])([CH3:21])[CH3:20])=[O:17])=[CH:9][CH:8]=1.[CH:31]([O:33][CH2:34][CH3:35])=[CH2:32].O.C1(C)C=CC(S(O)(=O)=O)=CC=1>C(Cl)Cl>[CH2:3]([O:4][CH:5]([O:6][C:7]1[CH:12]=[CH:11][C:10]([C:13]([C:24]2[CH:25]=[CH:26][C:27]([O:30][CH:31]([O:33][CH2:34][CH3:35])[CH3:32])=[CH:28][CH:29]=2)([CH3:23])[CH2:14][CH2:15][C:16]([O:18][C:19]([CH3:22])([CH3:20])[CH3:21])=[O:17])=[CH:9][CH:8]=1)[CH3:1])[CH3:2] |f:3.4|. Reported procedure: In a solvent mixture of 75 grams of THF and 75 grams of methylene chloride was dissolved 30.9 grams (0.09 mol) of tert-butyl 4,4-bis(4'-hydroxyphenyl)valerate. With stirring, 38.9 grams (0.54 mol) of ethyl vinyl ether was added dropwise while the mixture was cooled with an ice bath so that the temperature would not exceed 10° C. After the reaction mixture was stirred for a further 20 minutes, 2.0 grams (8 mmol) of p-toluenesulfonic acid monohydrate was added and dissolved, with the mixture kept ... Starting materials: C1CCOC1, Cc1cnc(NC(=O)c2cc(OCc3ccccc3)cc(OC(C)C)c2)cn1, CCO. Yields the product Cc1cnc(NC(=O)c2cc(O)cc(OC(C)C)c2)cn1. As a reaction SMILES: [CH2:32]1[O:33][CH2:34][CH2:35][CH2:36]1.[CH3:1][CH:2]([CH3:3])[O:4][c:5]1[cH:6][c:7]([C:8](=[O:9])[NH:10][c:11]2[n:12][cH:13][c:14]([CH3:17])[n:15][cH:16]2)[cH:18][c:19]([O:21][CH2:22][c:23]2[cH:24][cH:25][cH:26][cH:27][cH:28]2)[cH:20]1.[CH3:29][CH2:30][OH:31]>>[CH3:1][CH:2]([CH3:3])[O:4][c:5]1[cH:6][c:7]([C:8](=[O:9])[NH:10][c:11]2[n:12][cH:13][c:14]([CH3:17])[n:15][cH:16]2)[cH:18][c:19]([OH:21])[cH:20]1. Starting materials: CN(C)C=O, Fc1ccc(N2CCN(CCCCl)CC2)cc1, O=S1(=O)Nc2cccc3c(Cl)ccc1c23, [H-], [Na+]. The product is O=S1(=O)c2ccc(Cl)c3cccc(c23)N1CCCN1CCN(c2ccc(F)cc2)CC1. Reaction SMILES: [CH3:35][N:36]([CH3:37])[CH:38]=[O:39].[Cl:16][CH2:17][CH2:18][CH2:19][N:20]1[CH2:21][CH2:22][N:23]([c:26]2[cH:27][cH:28][c:29]([F:32])[cH:30][cH:31]2)[CH2:24][CH2:25]1.[Cl:1][c:2]1[c:3]2[cH:4][cH:5][cH:6][c:7]3[c:11]2[c:10]([cH:12][cH:13]1)[S:9](=[O:14])(=[O:15])[NH:8]3.[H-:33].[Na+:34]>>[Cl:1][c:2]1[c:3]2[cH:4][cH:5][cH:6][c:7]3[c:11]2[c:10]([cH:12][cH:13]1)[S:9](=[O:14])(=[O:15])[N:8]3[CH2:17][CH2:18][CH2:19][N:20]1[CH2:21][CH2:22][N:23]([c:26]2[cH:27][cH:28][c:29]([F:32])[cH:30][cH:31]2)[CH2:24][CH2:25]1. The reagents and catalysts are [Pd](Cl)Cl.C1(=CC=CC=C1)P([C-]1C=CC=C1)C1=CC=CC=C1.[C-]1(C=CC=C1)P(C1=CC=CC=C1)C1=CC=CC=C1.[Fe+2] ((1,1′bis-(diphenylphosphino)-ferrocene) palladium dichloride). Reaction conditions: time 10 minute. Reported procedure: A mixture of 4-bromo-1,3-dimethyl-1H-pyrazole-5-carboxylic acid (20.0 mg, 0.0913 mmol), NH4Cl (48.8 mg, 0.913 mmol), TBTU (58.6 mg, 0.183 mmol), DIPEA (0.159 mL, 0.913 mmol) and DMF (2 mL, 20 mmol) was stirred at rt for 10 min. The material was extracted with EtOAc, and washed with sat. NaHCO3 (3×) to remove carboxylic acid starting material. The organic layer was concentrated in vacuo. 3-[(S)-1-(2-Chloro-3-fluoro-6-methoxyphenyl)-ethyl]-5-(4,4,5,5-tetramethyl-[1,3,2]dioxaborolan-2-yl)-1H-pyrrol... Solvent: O1CCOCC1 (dioxane). The product is ClC1=C(C(=CC=C1F)OC)[C@@H](C)C1=CNC2=NC=C(C=C21)C=2C(=NN(C2C(=O)N)C)C (4-{3-[(1S)-1-(2-Chloro-3-fluoro-6-methoxyphenyl)ethyl]-1H-pyrrolo[2,3-b]pyridin-5-yl}-1,3-dimethyl-1H-pyrazole-5-carboxamide). Starting materials: BrC=1C(=NN(C1C(=O)O)C)C (4-bromo-1,3-dimethyl-1H-pyrazole-5-carboxylic acid), [NH4+].[Cl-] (NH4Cl), CN(C)C(=[N+](C)C)ON1C2=C(C=CC=C2)N=N1.[B-](F)(F)(F)F (TBTU), CCN(C(C)C)C(C)C (DIPEA), CN(C)C=O (DMF), ClC1=C(C(=CC=C1F)OC)[C@@H](C)C1=CNC2=NC=C(C=C21)B2OC(C(O2)(C)C)(C)C (3-[(S)-1-(2-Chloro-3-fluoro-6-methoxyphenyl)-ethyl]-5-(4,4,5,5-tetramethyl-[1,3,2]dioxaborolan-2-yl)-1H-pyrrolo[2,3-b]pyridine), C(=O)([O-])[O-].[K+].[K+] (K2CO3), O (H2O). Reaction SMILES: Br[C:2]1[C:3]([CH3:11])=[N:4][N:5]([CH3:10])[C:6]=1[C:7]([OH:9])=O.[NH4+].[Cl-].C[N:15](C(ON1N=NC2C=CC=CC1=2)=[N+](C)C)C.[B-](F)(F)(F)F.CCN(C(C)C)C(C)C.CN(C=O)C.[Cl:50][C:51]1[C:56]([F:57])=[CH:55][CH:54]=[C:53]([O:58][CH3:59])[C:52]=1[C@H:60]([C:62]1[C:70]2[C:65](=[N:66][CH:67]=[C:68](B3OC(C)(C)C(C)(C)O3)[CH:69]=2)[NH:64][CH:63]=1)[CH3:61].C([O-])([O-])=O.[K+].[K+].O>[Pd](Cl)Cl.C1(P(C2C=CC=CC=2)[C-]2C=CC=C2)C=CC=CC=1.[C-]1(P(C2C=CC=CC=2)C2C=CC=CC=2)C=CC=C1.[Fe+2].O1CCOCC1>[Cl:50][C:51]1[C:56]([F:57])=[CH:55][CH:54]=[C:53]([O:58][CH3:59])[C:52]=1[C@H:60]([C:62]1[C:70]2[C:65](=[N:66][CH:67]=[C:68]([C:2]3[C:3]([CH3:11])=[N:4][N:5]([CH3:10])[C:6]=3[C:7]([NH2:15])=[O:9])[CH:69]=2)[NH:64][CH:63]=1)[CH3:61] |f:1.2,3.4,8.9.10,12.13.14.15|. The reactants are BrCC(=O)OC (Methyl 2-bromoacetate), C(C)(=O)[O-].[Na+] (sodium acetate), N(=C=O)CCC1=CC=C(C=C1)C1=NN(C=N1)C1=CC=C(C=C1)OC(F)(F)F (3-(4-(2-Isocyanatoethyl)phenyl)-1-(4-(trifluoromethoxy)phenyl)-1H-1,2,4-triazole), C(C)(C)C1=C(C=C(C=C1)C)NC(=S)N (1-(2-Isopropyl-5-methylphenyl)thiourea), C([O-])([O-])=O.[Cs+].[Cs+] (cesium carbonate). Solvent: C(C)#N (acetonitrile), C(C)O (Ethanol). Run at time 8 hour. Product: C(C)(C)C1=C(C=C(C=C1)C)N1/C(/SCC1=O)=N/C(=O)NCCC1=CC=C(C=C1)C1=NN(C=N1)C1=CC=C(C=C1)OC(F)(F)F ((Z)-1-(3-(2-isopropyl-5-methylphenyl)-4-oxothiazolidin-2-ylidene)-3-(4-(1-(4-(trifluoromethoxy)phenyl)-1H-1,2,4-triazol-3-yl)phenethyl)urea), foam. Yield: 45.0%. RXN SMILES: [N:1]([CH2:4][CH2:5][C:6]1[CH:11]=[CH:10][C:9]([C:12]2[N:16]=[CH:15][N:14]([C:17]3[CH:22]=[CH:21][C:20]([O:23][C:24]([F:27])([F:26])[F:25])=[CH:19][CH:18]=3)[N:13]=2)=[CH:8][CH:7]=1)=[C:2]=[O:3].[CH:28]([C:31]1[CH:36]=[CH:35][C:34]([CH3:37])=[CH:33][C:32]=1[NH:38][C:39]([NH2:41])=[S:40])([CH3:30])[CH3:29].C(=O)([O-])[O-].[Cs+].[Cs+].Br[CH2:49][C:50](OC)=[O:51].C([O-])(=O)C.[Na+]>C(O)C.C(#N)C>[CH:28]([C:31]1[CH:36]=[CH:35][C:34]([CH3:37])=[CH:33][C:32]=1[N:38]1[C:50](=[O:51])[CH2:49][S:40]/[C:39]/1=[N:41]\[C:2]([NH:1][CH2:4][CH2:5][C:6]1[CH:11]=[CH:10][C:9]([C:12]2[N:16]=[CH:15][N:14]([C:17]3[CH:22]=[CH:21][C:20]([O:23][C:24]([F:26])([F:25])[F:27])=[CH:19][CH:18]=3)[N:13]=2)=[CH:8][CH:7]=1)=[O:3])([CH3:30])[CH3:29] |f:2.3.4,6.7|. Reported procedure: To a 250 mL round bottomed flask was added acetonitrile (100 mL). 3-(4-(2-Isocyanatoethyl)phenyl)-1-(4-(trifluoromethoxy)phenyl)-1H-1,2,4-triazole (34a) (11.0 g, 29.4 mmol) was added in one portion. 1-(2-Isopropyl-5-methylphenyl)thiourea (6.73 g, 32.3 mmol) and cesium carbonate (9.57 g, 29.4 mmol) were added to the above solution. The reaction mixture was stirred at room temperature under nitrogen overnight. Ethanol (100 mL) was added to the mixture. Methyl 2-bromoacetate (8.99 g, 58.8 mmol) and...